Dataset: the Open Reaction Database (ORD), a public repository of structured organic reaction records. Task: describe an organic reaction: reactants, conditions, products, and yield Starting materials: C(C)C1=CC(=C(C=C1)O)OC (4-ethyl-2-methoxyphenol), ClCCCBr (3-chloro-1-bromopropane), C(=O)([O-])[O-].[K+].[K+] (K2CO3). Run in CC(=O)C (acetone). Product: C(C)C1(CC(=CC=C1)OC)OCCCCl (4-ethyl-2-methoxy4-(3chloropropoxy)benzene). Yield: 115.0%. As a reaction SMILES: [CH2:1]([C:3]1[CH:8]=[CH:7][C:6](O)=[C:5]([O:10][CH3:11])[CH:4]=1)[CH3:2].[Cl:12][CH2:13][CH2:14][CH2:15]Br.C([O-])([O-])=[O:18].[K+].[K+]>CC(C)=O>[CH2:1]([C:3]1([O:18][CH2:15][CH2:14][CH2:13][Cl:12])[CH:8]=[CH:7][CH:6]=[C:5]([O:10][CH3:11])[CH2:4]1)[CH3:2] |f:2.3.4|. Procedure: A mixture of 4-ethyl-2-methoxyphenol (9.0 g, 59 mmol), 3-chloro-1-bromopropane (13.0 g, 83 mmol), K2CO3 (6.2 g) and acetone (200 ml) was stirred and refluxed for 16 hours. The reaction was allowed to cool, and then it was filtered. The filtrate was concentrated to a clear liquid. The liquid was diluted with dilute aqueous NaOH, and the basic mixture was extracted with diethyl ether. The diethyl ether was washed (water), dried (MgSO4), and the solvent was concentrated to afford 11.9 g of a golden...